This data is from the Open Reaction Database (ORD), a public repository of structured organic reaction records. The task is: describe an organic reaction: reactants, conditions, products, and yield The product is C(C)(=O)N(C(=O)OC(C)OC(=O)C1CCCC1)C[C@H]1CN(C(O1)=O)C1=CC(=C(C=C1)C1CCS(CC1)(=O)=O)F (Cyclopentanecarboxylic acid 1-(acetyl-{3-[4-(1,1-dioxo-hexahydro-1λ6-thiopyran-4-yl)-3-fluoro-phenyl]-2-oxo-oxazolidin-5(R)-ylmethyl}-carbamoyloxy)-ethyl ester). The solvent is C(C)#N (acetonitrile). Reactants: O (water), ClC(C)OC(N(C[C@H]1CN(C(O1)=O)C1=CC(=C(C=C1)C1CCS(CC1)(=O)=O)F)C(C)=O)=O (Acetyl-{3-[4-(1,1-dioxo-hexahydro-1λ6-thiopyran-4-yl)-3-fluoro-phenyl]-2-oxo-oxazolidin 5(R)-ylmethyl}-carbamic acid 1(R,S)-chloro-ethyl ester), C1(CCCC1)C(=O)[O-].[Cs+] (cesium cyclopentanecarboxylate), [I-].[Na+] (sodium iodide). Yield: 63.0%. Reaction SMILES: Cl[CH:2]([O:4][C:5](=[O:32])[N:6]([C:29](=[O:31])[CH3:30])[CH2:7][C@@H:8]1[O:12][C:11](=[O:13])[N:10]([C:14]2[CH:19]=[CH:18][C:17]([CH:20]3[CH2:25][CH2:24][S:23](=[O:27])(=[O:26])[CH2:22][CH2:21]3)=[C:16]([F:28])[CH:15]=2)[CH2:9]1)[CH3:3].[CH:33]1([C:38]([O-:40])=[O:39])[CH2:37][CH2:36][CH2:35][CH2:34]1.[Cs+].[I-].[Na+].O>C(#N)C>[C:29]([N:6]([CH2:7][C@@H:8]1[O:12][C:11](=[O:13])[N:10]([C:14]2[CH:19]=[CH:18][C:17]([CH:20]3[CH2:25][CH2:24][S:23](=[O:27])(=[O:26])[CH2:22][CH2:21]3)=[C:16]([F:28])[CH:15]=2)[CH2:9]1)[C:5]([O:4][CH:2]([O:40][C:38]([CH:33]1[CH2:37][CH2:36][CH2:35][CH2:34]1)=[O:39])[CH3:3])=[O:32])(=[O:31])[CH3:30] |f:1.2,3.4|. Procedure: Acetyl-{3-[4-(1,1-dioxo-hexahydro-1λ6-thiopyran-4-yl)-3-fluoro-phenyl]-2-oxo-oxazolidin-5(R)-ylmethyl}-carbamic acid 1-chloro-ethyl ester (11) (0.20 g, 0.41 mmol), cesium cyclopentanecarboxylate (0.20 g, 0.81 mmol) and sodium iodide (0.061 g, 0.41 mmol) in acetonitrile (15 mL) were heated to reflux overnight. Upon cooling to RT, water was added and the reaction mixture was extracted with ethyl acetate and then with dichloromethane. The organic phases were washed with brine, combined, dried over ... Starting materials: O1C(=CC=C1)C=CC(=O)N[C@@H](CCC(=O)O)C(=O)O (N-[β-(2-furyl)acryloyl]glutamic acid). Run in C(C)(=O)OC(C)=O (acetic anhydride). Conditions: temperature 100 celsius. The product is O1C(=CC=C1)C=CC(=O)N[C@H]1CCC(=O)OC1=O (N-[β-(2-furyl)acryloyl]glutamic acid anhydride). Reaction SMILES: [O:1]1[CH:5]=[CH:4][CH:3]=[C:2]1[CH:6]=[CH:7][C:8]([NH:10][C@H:11]([C:17]([OH:19])=[O:18])[CH2:12][CH2:13][C:14]([OH:16])=O)=[O:9]>C(OC(=O)C)(=O)C>[O:1]1[CH:5]=[CH:4][CH:3]=[C:2]1[CH:6]=[CH:7][C:8]([NH:10][C@@H:11]1[C:17](=[O:18])[O:19][C:14](=[O:16])[CH2:13][CH2:12]1)=[O:9]. Procedure: In 20 ml of acetic anhydride was dissolved 5 g of DL-N-[β-(2-furyl)acryloyl]glutamic acid, and the resulting solution was heated at 100° C. for 15 minutes, after which the excessive acetic anhydride was removed by distillation under reduced pressure to obtain DL-N-[β-(2-furyl)acryloyl]glutamic acid anhydride. This product was added to a mixed solution of 5 ml of di(n-propyl)-amine and 5 ml of water with ice-cooling, and the resulting mixture was subjected to reaction for 2 hours. After completio... Reactants: N[C@H](C(=O)O)CC1=CC(=C(C=C1)O)F ((S)-2-Amino-3-(3-fluoro-4-hydroxyphenyl)propanoic acid), C1=CC=CC=2C3=CC=CC=C3C(C12)COC(=O)ON1C(CCC1=O)=O (N-(9-fluorenylmethoxycarbonyloxy)-succinimide), O (Water). The solvent is C([O-])([O-])=O.[Na+].[Na+] (sodium carbonate). Reaction conditions: time 1.5 hour. The product is C1=CC=CC=2C3=CC=CC=C3C(C12)COC(=O)N[C@H](C(=O)O)CC1=CC(=C(C=C1)O)F ((S)-2-((((9H-fluoren-9-yl)methoxy)carbonyl)amino)-3-(3-fluoro-4-hydroxyphenyl)propanoic acid). The yield is 100.3%. RXN SMILES: [NH2:1][C@@H:2]([CH2:6][C:7]1[CH:12]=[CH:11][C:10]([OH:13])=[C:9]([F:14])[CH:8]=1)[C:3]([OH:5])=[O:4].[CH:15]1[C:27]2[CH:26]([CH2:28][O:29][C:30](ON3C(=O)CCC3=O)=[O:31])[C:25]3[C:20](=[CH:21][CH:22]=[CH:23][CH:24]=3)[C:19]=2[CH:18]=[CH:17][CH:16]=1.O>C(=O)([O-])[O-].[Na+].[Na+]>[CH:15]1[C:27]2[CH:26]([CH2:28][O:29][C:30]([NH:1][C@@H:2]([CH2:6][C:7]3[CH:12]=[CH:11][C:10]([OH:13])=[C:9]([F:14])[CH:8]=3)[C:3]([OH:5])=[O:4])=[O:31])[C:25]3[C:20](=[CH:21][CH:22]=[CH:23][CH:24]=3)[C:19]=2[CH:18]=[CH:17][CH:16]=1 |f:3.4.5|. Procedure: (S)-2-Amino-3-(3-fluoro-4-hydroxyphenyl)propanoic acid (H-Tyr(3-F)-HH, SP449) (7.2 g, 36.2 mmol) was dissolved in a 10% aqueous sodium carbonate solution (250 ml), N-(9-fluorenylmethoxycarbonyloxy)-succinimide (12.2 g, 36.2 mmol) was added and the mixture was stirred at room temperature for 1.5 hours. Water (120 ml) was added to the reaction solution, and the mixture was then washed with 200 ml of diethyl ether twice and with 100 ml of diethyl ether once. The aqueous layer was made acidic (pH=2)...